This data is from the Open Reaction Database (ORD), a public repository of structured organic reaction records. The task is: describe an organic reaction: reactants, conditions, products, and yield Starting materials: C1(CCCCC1)SCC[N+]=1[N-]OC(C1)=O (3-[2-(cyclohexylthio)ethyl]sydnone), C(C)(=O)[O-].[K+] (potassium acetate), C(C)(=O)O (acetic acid), BrBr (bromine), C(C)(=O)O (acetic acid). Run in O (water). Reaction conditions: time 30 minute. Product: C1(CCCCC1)SCC[N+]=1[N-]OC(C1Br)=O (3-[2-(cyclohexylthio)ethyl]-4-bromosydnone). RXN SMILES: [CH:1]1([S:7][CH2:8][CH2:9][N+:10]2[N-:11][O:12][C:13](=[O:15])[CH:14]=2)[CH2:6][CH2:5][CH2:4][CH2:3][CH2:2]1.C([O-])(=O)C.[K+].C(O)(=O)C.[Br:25]Br>O>[CH:1]1([S:7][CH2:8][CH2:9][N+:10]2[N-:11][O:12][C:13](=[O:15])[C:14]=2[Br:25])[CH2:6][CH2:5][CH2:4][CH2:3][CH2:2]1 |f:1.2|. Procedure details: 4 Parts of 3-[2-(cyclohexylthio)ethyl]sydnone is stirred with 4 parts of potassium acetate in 40 parts by volume of acetic acid while 2.8 parts of bromine in 10 parts by volume of acetic acid is added dropwise. Stirring is continued for 30 minutes and then the reaction mixture is poured into water, filtered and washed with water to give 3-[2-(cyclohexylthio)ethyl]-4-bromosydnone. Starting materials: COc1ccc(N)cc1, CCOC(C)=O, O=[N+]([O-])c1ccccc1F. Yields the product COc1ccc(Nc2ccccc2[N+](=O)[O-])cc1. RXN SMILES: [CH3:11][O:12][c:13]1[cH:14][cH:15][c:16]([NH2:17])[cH:18][cH:19]1.[CH3:20][CH2:21][O:22][C:23](=[O:24])[CH3:25].[F:1][c:2]1[c:3]([N+:8](=[O:9])[O-:10])[cH:4][cH:5][cH:6][cH:7]1>>[c:2]1([NH:17][c:16]2[cH:15][cH:14][c:13]([O:12][CH3:11])[cH:19][cH:18]2)[c:3]([N+:8](=[O:9])[O-:10])[cH:4][cH:5][cH:6][cH:7]1.